This data is from the Open Reaction Database (ORD), a public repository of structured organic reaction records. The task is: describe an organic reaction: reactants, conditions, products, and yield Starting materials: C(#N)C=1C=C(C=CC1OC(C)C)C1=NC(=NO1)C=1C=C2C=CN(C2=CC1)CCC(=O)OCC (Ethyl 3-[5-(5-{3-cyano-4-[(1-methylethyl)oxy]phenyl}-1,2,4-oxadiazol-3-yl)-1H-indol-1-yl]propanoate), [OH-].[Na+] (sodium hydroxide). The solvent is C(C)O (ethanol). Conditions: temperature 60 celsius, time 30 minute. Yields the product C(#N)C=1C=C(C=CC1OC(C)C)C1=NC(=NO1)C=1C=C2C=CN(C2=CC1)CCC(=O)[O-].[Na+] (Sodium 3-[5-(5-{3-cyano-4-[(1-methylethyl)oxy]phenyl}-1,2,4-oxadiazol-3-yl)-1H-indol-1-yl]propanoate). RXN SMILES: [C:1]([C:3]1[CH:4]=[C:5]([C:13]2[O:17][N:16]=[C:15]([C:18]3[CH:19]=[C:20]4[C:24](=[CH:25][CH:26]=3)[N:23]([CH2:27][CH2:28][C:29]([O:31]CC)=[O:30])[CH:22]=[CH:21]4)[N:14]=2)[CH:6]=[CH:7][C:8]=1[O:9][CH:10]([CH3:12])[CH3:11])#[N:2].[OH-].[Na+:35]>C(O)C>[C:1]([C:3]1[CH:4]=[C:5]([C:13]2[O:17][N:16]=[C:15]([C:18]3[CH:19]=[C:20]4[C:24](=[CH:25][CH:26]=3)[N:23]([CH2:27][CH2:28][C:29]([O-:31])=[O:30])[CH:22]=[CH:21]4)[N:14]=2)[CH:6]=[CH:7][C:8]=1[O:9][CH:10]([CH3:12])[CH3:11])#[N:2].[Na+:35] |f:1.2,4.5|. Reported procedure: Ethyl 3-[5-(5-{3-cyano-4-[(1-methylethyl)oxy]phenyl}-1,2,4-oxadiazol-3-yl)-1H-indol-1-yl]propanoate (D53) (150 mg, 0.38 mmol) was dissolved in ethanol (25 ml) by warming to 60° C. Allowed solution to cool to RT then added 2N sodium hydroxide (3 ml, 6 mmol). The solution was stirred at RT for 30 minutes. LC/MS showed a single product. Evaporated off the ethanol and filtered off the solid which precipitated out of solution. Mass of title compound as a light tan solid obtained on drying was 50 mg. ...